This data is from the Open Reaction Database (ORD), a public repository of structured organic reaction records. The task is: describe an organic reaction: reactants, conditions, products, and yield Starting materials: C(C#CC)OC1=CC=C(C=C1)S (4-but-2-ynyloxy-benzenethiol), [H-].[Na+] (sodium hydride), C1(OCC12CCOCC2)=O (2,7-dioxaspiro[3,5]nonane-1-one). The solvent is C1CCOC1 (THF), C1CCOC1 (THF). Conditions: time 0.5 hour. The product is C(C#CC)OC1=CC=C(C=C1)SCC1(CCOCC1)C(=O)O (4-(4-But-2-ynyloxy-phenylsulfanylmethyl)-tetrahydro-pyran-4-carboxylic acid). Isolated yield 80.0%. As a reaction SMILES: [H-].[Na+].[CH2:3]([O:7][C:8]1[CH:13]=[CH:12][C:11]([SH:14])=[CH:10][CH:9]=1)[C:4]#[C:5][CH3:6].[C:15]1(=[O:24])[C:18]2([CH2:23][CH2:22][O:21][CH2:20][CH2:19]2)[CH2:17][O:16]1>C1COCC1>[CH2:3]([O:7][C:8]1[CH:9]=[CH:10][C:11]([S:14][CH2:17][C:18]2([C:15]([OH:24])=[O:16])[CH2:23][CH2:22][O:21][CH2:20][CH2:19]2)=[CH:12][CH:13]=1)[C:4]#[C:5][CH3:6] |f:0.1|. Procedure: To a solution of 0.112 g (2.81 mmol) of 60% sodium hydride in 2 mL of THF, cooled to 0° C., was added a solution of 0.500 g (2.81 mmol) of 4-but-2-ynyloxy-benzenethiol, dissolved in 3 mL of THF. The resulting mixture was stirred for 0.5 h at room temperature, then cooled to 5° C., followed by the addition of 0.518 g (3.65 on mol) of neat 2,7-dioxaspiro[3,5]nonane-1-one while keeping the reaction temperature below 10° C. The reaction was allowed to warm to room temperature and stirred for an addi... The product is ClC=1C=C(C=C(C1)Cl)C(C=1C=NC=CC1C=1C=C(C#N)C=CC1)O (3-{3-[(3,5-dichloro-phenyl)-hydroxy-methyl]-pyridin-4-yl}-benzonitrile). The reactants are C(=O)C=1C=NC=CC1C=1C=C(C#N)C=CC1 (3-(3-formyl-pyridin-4-yl)-benzonitrile), ClC=1C=C(C=C(C1)Cl)[Mg]Br (3,5-dichlorophenylmagnesium bromide). Reaction SMILES: [CH:1]([C:3]1[CH:4]=[N:5][CH:6]=[CH:7][C:8]=1[C:9]1[CH:10]=[C:11]([CH:14]=[CH:15][CH:16]=1)[C:12]#[N:13])=[O:2].[Cl:17][C:18]1[CH:19]=[C:20]([Mg]Br)[CH:21]=[C:22]([Cl:24])[CH:23]=1>C1COCC1>[Cl:17][C:18]1[CH:19]=[C:20]([CH:1]([OH:2])[C:3]2[CH:4]=[N:5][CH:6]=[CH:7][C:8]=2[C:9]2[CH:10]=[C:11]([CH:14]=[CH:15][CH:16]=2)[C:12]#[N:13])[CH:21]=[C:22]([Cl:24])[CH:23]=1. Reported procedure: To a solution of 3-(3-formyl-pyridin-4-yl)-benzonitrile (30 mg, 0.15 mmol) in THF (1.5 mL) at −78° C. was added 0.5 M 3,5-dichlorophenylmagnesium bromide in THF (0.6 mL). The reaction mixture was quenched with ammonium chloride and extracted with ethyl acetate. The organic layer was dried over sodium sulfate, concentrated, and the residue purified by flash chromatography eluted with 5% methanol in dichloromethane to yield 3-{3-[(3,5-dichloro-phenyl)-hydroxy-methyl]-pyridin-4-yl}-benzonitrile as ... Solvent: C1CCOC1 (THF), C1CCOC1 (THF). Reactants: C(C1=CC=CC=C1)N(C(C(=O)O)C(CC1=CC=CC=C1)OC1=C(C=C(C=C1)F)[N+](=O)[O-])CC1=CC=CC=C1 (2-dibenzylamino-3-(4-fluoro-2-nitro-phenoxy)-4-phenyl-butyric acid). The reagents and catalysts are [Ni] (Raney-Nickel). Run in CO (methanol). Yields the product NC1=C(OC(C(C(=O)O)N(CC2=CC=CC=C2)CC2=CC=CC=C2)CC2=CC=CC=C2)C=CC(=C1)F (3-(2-amino-4-fluoro-phenoxy)-2-dibenzylamino-4-phenyl-butyric acid). As a reaction SMILES: [CH2:1]([N:8]([CH2:32][C:33]1[CH:38]=[CH:37][CH:36]=[CH:35][CH:34]=1)[CH:9]([CH:13]([O:21][C:22]1[CH:27]=[CH:26][C:25]([F:28])=[CH:24][C:23]=1[N+:29]([O-])=O)[CH2:14][C:15]1[CH:20]=[CH:19][CH:18]=[CH:17][CH:16]=1)[C:10]([OH:12])=[O:11])[C:2]1[CH:7]=[CH:6][CH:5]=[CH:4][CH:3]=1>CO.[Ni]>[NH2:29][C:23]1[CH:24]=[C:25]([F:28])[CH:26]=[CH:27][C:22]=1[O:21][CH:13]([CH2:14][C:15]1[CH:20]=[CH:19][CH:18]=[CH:17][CH:16]=1)[CH:9]([N:8]([CH2:32][C:33]1[CH:38]=[CH:37][CH:36]=[CH:35][CH:34]=1)[CH2:1][C:2]1[CH:7]=[CH:6][CH:5]=[CH:4][CH:3]=1)[C:10]([OH:12])=[O:11]. Procedure: 2.95 g (5.73 mmol) racemic (2S,3R and 2R,3S)-2-dibenzylamino-3-(4-fluoro-2-nitro-phenoxy)-4-phenyl-butyric acid in 59 ml methanol were hydrogenated with 1.76 g Raney-Nickel. Filtration and removal of the solvent by distillation yielded 2.26 g (81%) racemic (2S,3R and 2R,3S)-3-(2-amino-4-fluoro-phenoxy)-2-dibenzylamino-4-phenyl-butyric acid as light yellow oil, MS m/e (%): 485.5 (M+H+, 100). The reactants are O([Si](C)(C)C(C)(C)C)CCC1OC2=C(NC1=O)C=CC(=C2)OC (2-(2-tert-butyldimethylsiloxyethyl)-3,4-dihydro-7-methoxy-3-oxo-2H-1,4-benzoxazine), [N+](=O)([O-])C=1C=C(CCl)C=CC1 (3-nitrobenzyl chloride), [K+].[Br-] (KBr). Yields the product OCCC1OC2=C(N(C1=O)CC1=CC(=CC=C1)[N+](=O)[O-])C=CC(=C2)OC (3,4-Dihydro-2-(2-hydroxyethyl)-7-methoxy-4-(3-nitrobenzyl)-3-oxo-2H-1,4-benzoxazine). Isolated yield 30.0%. Reaction SMILES: [O:1]([CH2:9][CH2:10][CH:11]1[C:16](=[O:17])[NH:15][C:14]2[CH:18]=[CH:19][C:20]([O:22][CH3:23])=[CH:21][C:13]=2[O:12]1)[Si](C(C)(C)C)(C)C.[N+:24]([C:27]1[CH:28]=[C:29]([CH:32]=[CH:33][CH:34]=1)[CH2:30]Cl)([O-:26])=[O:25].[K+].[Br-]>>[OH:1][CH2:9][CH2:10][CH:11]1[C:16](=[O:17])[N:15]([CH2:30][C:29]2[CH:32]=[CH:33][CH:34]=[C:27]([N+:24]([O-:26])=[O:25])[CH:28]=2)[C:14]2[CH:18]=[CH:19][C:20]([O:22][CH3:23])=[CH:21][C:13]=2[O:12]1 |f:2.3|. Procedure: Prepared from 2-(2-tert-butyldimethylsiloxyethyl)-3,4-dihydro-7-methoxy-3-oxo-2H-1,4-benzoxazine by methods F and I, alkylating with 3-nitrobenzyl chloride, in 30% yield, mp 116°-118° C.; MS (Cl) MH+ 359; IR (KBr) 3306, 3086, 2926, 2872, 1628, 1595, 1476, 1309, 1290, 1255, 1087, 999, 713, 458 cm-1 ; 1H NMR (DMSO-d6) δ 8.14 (s, 1H), 8.11 (s, 1H), 7.63 (m, 2H), 6.97 (d, 1H, J=8.93 Hz), 6.66 (d, 1H, J=2.42 Hz), 6.53 (d, 1H, J=8.87 Hz), 5.26 (s, 2H), 4.87 (dd, 1H, J=8.98, 3.78 Hz), 4.72 (t, 1H, J=5.... The reactants are CO, Cl, COC(=O)c1c[nH]c(=O)c2ccc(F)cc12, [Na+], [OH-]. The product is O=C(O)c1c[nH]c(=O)c2ccc(F)cc12. RXN SMILES: [CH3:20][OH:21].[ClH:19].[F:1][c:2]1[cH:3][c:4]2[c:5]([C:13](=[O:14])[O:15][CH3:16])[cH:6][nH:7][c:8](=[O:12])[c:9]2[cH:10][cH:11]1.[Na+:18].[OH-:17]>>[F:1][c:2]1[cH:3][c:4]2[c:5]([C:13](=[O:14])[OH:15])[cH:6][nH:7][c:8](=[O:12])[c:9]2[cH:10][cH:11]1. The reactants are BrCc1cccs1, CCOC(=O)N1CCC(c2c[nH]c3ccc(OC)cc23)CC1, CCOCC. Product: CCOC(=O)N1CCC(c2cn(Cc3cccs3)c3ccc(OC)cc23)CC1. RXN SMILES: [Br:23][CH2:24][c:25]1[s:26][cH:27][cH:28][cH:29]1.[CH2:1]([CH3:2])[O:3][C:4](=[O:5])[N:6]1[CH2:7][CH2:8][CH:9]([c:12]2[cH:13][nH:14][c:15]3[cH:16][cH:17][c:18]([O:21][CH3:22])[cH:19][c:20]23)[CH2:10][CH2:11]1.[CH2:30]([O:31][CH2:32][CH3:33])[CH3:34]>>[CH2:1]([CH3:2])[O:3][C:4](=[O:5])[N:6]1[CH2:7][CH2:8][CH:9]([c:12]2[cH:13][n:14]([CH2:24][c:25]3[s:26][cH:27][cH:28][cH:29]3)[c:15]3[cH:16][cH:17][c:18]([O:21][CH3:22])[cH:19][c:20]23)[CH2:10][CH2:11]1. The reactants are CCOC(=O)Cn1c(C)c(Cc2ccccc2S(=O)(=O)[O-])c2cc(F)ccc21, O=S(=O)(O)Cl, [Na+]. Yields the product CCOC(=O)Cn1c(C)c(Cc2ccccc2S(=O)(=O)Cl)c2cc(F)ccc21. Reaction SMILES: [CH2:1]([CH3:2])[O:3][C:4]([CH2:5][n:6]1[c:7]([CH3:27])[c:8]([CH2:16][c:17]2[c:18]([S:23](=[O:24])(=[O:25])[O-:26])[cH:19][cH:20][cH:21][cH:22]2)[c:9]2[cH:10][c:11]([F:15])[cH:12][cH:13][c:14]12)=[O:28].[Cl:30][S:31]([OH:32])(=[O:33])=[O:34].[Na+:29]>>[CH2:1]([CH3:2])[O:3][C:4]([CH2:5][n:6]1[c:7]([CH3:27])[c:8]([CH2:16][c:17]2[c:18]([S:23](=[O:24])(=[O:25])[Cl:30])[cH:19][cH:20][cH:21][cH:22]2)[c:9]2[cH:10][c:11]([F:15])[cH:12][cH:13][c:14]12)=[O:28]. The reactants are C(C1=CC=CC=C1)OCCCP(OCCCC)(=O)COS(=O)(=O)C1=CC=C(C=C1)Cl (3-benzyloxypropyl-(4-chlorobenzenesulfonyloxymethyl)phosphinic acid, n-butyl ester), OC1=CC=C(C=C1)C[C@@H](C)NC(OC(C)(C)C)=O ((R)-2-(4-hydroxyphenyl)-1-methylethylcarbamic acid, t-butyl ester). Yields the product C(C)(C)(C)OC(=O)NC(CC1=CC=C(OC[P@@](OCCCC)(=O)CCCOCC2=CC=CC=C2)C=C1)C ((R)-4-(2-t-Butoxycarbonylaminopropyl)phenoxymethyl-(3-benzyloxypropyl)phosphinic acid, n-butyl ester). RXN SMILES: [CH2:1]([O:8][CH2:9][CH2:10][CH2:11][P:12]([CH2:19][O:20]S(C1C=CC(Cl)=CC=1)(=O)=O)(=[O:18])[O:13][CH2:14][CH2:15][CH2:16][CH3:17])[C:2]1[CH:7]=[CH:6][CH:5]=[CH:4][CH:3]=1.O[C:32]1[CH:37]=[CH:36][C:35]([CH2:38][C@H:39]([NH:41][C:42](=[O:48])[O:43][C:44]([CH3:47])([CH3:46])[CH3:45])[CH3:40])=[CH:34][CH:33]=1>>[C:44]([O:43][C:42]([NH:41][CH:39]([CH3:40])[CH2:38][C:35]1[CH:34]=[CH:33][C:32]([O:20][CH2:19][P@:12]([CH2:11][CH2:10][CH2:9][O:8][CH2:1][C:2]2[CH:3]=[CH:4][CH:5]=[CH:6][CH:7]=2)(=[O:18])[O:13][CH2:14][CH2:15][CH2:16][CH3:17])=[CH:37][CH:36]=1)=[O:48])([CH3:47])([CH3:45])[CH3:46]. Reported procedure: The title compound was prepared from 3-benzyloxypropyl-(4-chlorobenzenesulfonyloxymethyl)phosphinic acid, n-butyl ester and (R)-2-(4-hydroxyphenyl)-1-methylethylcarbamic acid, t-butyl ester according to the method described in Procedure 24. The crude product was purified by chromatography, eluting with dichloromethane containing 3% methanol, to give an oil.